Dataset: the Open Reaction Database (ORD), a public repository of structured organic reaction records. Task: describe an organic reaction: reactants, conditions, products, and yield Product: ClC=1C(=NC=C(C1)C(F)(F)F)SCC1=C(C=CC=C1)NC(OC)=O (methyl N-[2-(3-chloro-5-trifluoromethyl-2-pyridylthiomethyl)phenyl]carbamate). Run in C1(=CC=CC=C1)C (toluene), C1(=CC=CC=C1)C (toluene). The yield is 72.1%. Reaction SMILES: [Cl:1][C:2]1[C:3]([S:12][CH2:13][C:14]2[CH:20]=[CH:19][CH:18]=[CH:17][C:15]=2[NH2:16])=[N:4][CH:5]=[C:6]([C:8]([F:11])([F:10])[F:9])[CH:7]=1.N1C=CC=CC=1.Cl[C:28]([O:30][CH3:31])=[O:29].O>C1(C)C=CC=CC=1>[Cl:1][C:2]1[C:3]([S:12][CH2:13][C:14]2[CH:20]=[CH:19][CH:18]=[CH:17][C:15]=2[NH:16][C:28](=[O:29])[O:30][CH3:31])=[N:4][CH:5]=[C:6]([C:8]([F:10])([F:11])[F:9])[CH:7]=1. Run at time 2 hour. The reactants are O (water), ClC=1C(=NC=C(C1)C(F)(F)F)SCC1=C(N)C=CC=C1 (2-(3-chloro-5-trifluoromethyl-2-pyridylthiomethyl)aniline), N1=CC=CC=C1 (pyridine), ClC(=O)OC (methyl chloroformate). Procedure details: A solution of 2.23 g of 2-(3-chloro-5-trifluoromethyl-2-pyridylthiomethyl)aniline and 0.83 g of pyridine in 10 ml of toluene was drop-wise added to a solution of 1.1 g of methyl chloroformate in 10 ml of toluene under stirring at 10° to 15° C. After completion of the drop-wise addition, the reaction was continued at room temperature for 2 hours. After completion of the reaction, the reaction mixture was poured into water, subjected to extraction with ethyl acetate, washed with water, and dried o... The reactants are C1=C(C=CC=2C(C3=CC(=CC=C3C(C12)=O)C(=O)O)=O)C(=O)O (Anthraquinone-2,6-dicarboxylic acid), C([O-])([O-])=O.[Na+].[Na+] (sodium carbonate). Yields the product C1=C(C=CC=2C(C3=CC(=CC=C3C(C12)=O)C(=O)[O-])=O)C(=O)[O-].[Na+].[Na+] (Disodium anthraquinone-2,6-dicarboxylate). RXN SMILES: [CH:1]1[C:14]2[C:13](=[O:15])[C:12]3[C:7](=[CH:8][C:9]([C:16]([OH:18])=[O:17])=[CH:10][CH:11]=3)[C:6](=[O:19])[C:5]=2[CH:4]=[CH:3][C:2]=1[C:20]([OH:22])=[O:21].C(=O)([O-])[O-].[Na+:27].[Na+]>>[CH:1]1[C:14]2[C:13](=[O:15])[C:12]3[C:7](=[CH:8][C:9]([C:16]([O-:18])=[O:17])=[CH:10][CH:11]=3)[C:6](=[O:19])[C:5]=2[CH:4]=[CH:3][C:2]=1[C:20]([O-:22])=[O:21].[Na+:27].[Na+:27] |f:1.2.3,4.5.6|. Reported procedure: Anthraquinone-2,6-dicarboxylic acid (0.50g) was dissolved in sodium carbonate solution (1 equivalent of sodium carbonate, 0.18g, in water, 100 ml) with warming. As the di-sodium salt did not separate on cooling, the solution was evaporated to approximately 1/3 volume and heavily diluted with ethanol. The solid which separated was filtered off, dried at 100°C. and analysed for the dihydrate. Analysis: Required Carbon 51.09, Hydrogen 2.68, Found Carbon 50.67, Hydrogen 2.78. Reactants: C(=S)(N1C=NC=C1)N1C=NC=C1 (1,1′-thiocarbonyldiimidazole), C1OC=2C=C(C=CC2O1)C1NCC2=C1NC=1C=CC=CC1C2=O (1,2,3,4-tetrahydro-3-(3,4-methylenedioxyphenyl)-9H-pyrrolo-[3,4-b]quinolin-9-one). Solvent: CN(C)C=O (DMF), O (water). Run at time 20 hour. Yields the product N1(C=NC=C1)C(=S)N1C(C=2NC=3C=CC=CC3C(C2C1)=O)C1=CC2=C(C=C1)OCO2 (1,2,3,4-Tetrahydro-2-(imidazol-1-yl)thiocarbonyl-3-(3,4-methylenedioxy-phenyl)-9H-pyrrolo-[3,4-b]quinolin-9-one). Reaction SMILES: [C:1](N1C=CN=C1)([N:3]1[CH:7]=[CH:6][N:5]=[CH:4]1)=[S:2].[CH2:13]1[O:21][C:20]2[CH:19]=[CH:18][C:17]([CH:22]3[C:26]4[NH:27][C:28]5[CH:29]=[CH:30][CH:31]=[CH:32][C:33]=5[C:34](=[O:35])[C:25]=4[CH2:24][NH:23]3)=[CH:16][C:15]=2[O:14]1>CN(C=O)C.O>[N:3]1([C:1]([N:23]2[CH2:24][C:25]3[C:34](=[O:35])[C:33]4[CH:32]=[CH:31][CH:30]=[CH:29][C:28]=4[NH:27][C:26]=3[CH:22]2[C:17]2[CH:18]=[CH:19][C:20]3[O:21][CH2:13][O:14][C:15]=3[CH:16]=2)=[S:2])[CH:7]=[CH:6][N:5]=[CH:4]1. Procedure details: To a suspension of 1,1′-thiocarbonyldiimidazole (0.192 g, 1.08 mmol) in DMF (5 mL, anhydrous) at 0° C. was added 1,2,3,4-tetrahydro-3-(3,4-methylenedioxyphenyl)-9H-pyrrolo-[3,4-b]quinolin-9-one (0.30 g, 0.98 mmol) (prepared as in Example 5). The mixture warmed to room temperature and stirred for 20 h. The solution was diluted with water and extracted into ethyl acetate. The organic layers were combined and washed with aq. NaHCO3 and brine, dried with MgSO4 and concentrated in vacuo, to yield the...